From a dataset of the Open Reaction Database (ORD), a public repository of structured organic reaction records. describe an organic reaction: reactants, conditions, products, and yield Starting materials: C(C=C)OC(=O)N1[C@@H](C[C@H](C1)OS(=O)(=O)C)CCN=[N+]=[N-] ((2R,4R)-1-allyloxycarbonyl-2-(2-azidoethyl)-4-methanesulfonyloxypyrrolidine), O (water), CC(C)([O-])C.[K+] (potassium t-butoxide), C(C)(=S)O (thioacetic acid). Solvent: CN(C=O)C (dimethylformamide), C(C)(=O)OCC (ethyl acetate), CN(C=O)C (dimethylformamide). Reaction conditions: temperature 80 celsius, time 15 minute. Yields the product C(C)(=O)S[C@H]1C[C@H](N(C1)C(=O)OCC=C)CCN=[N+]=[N-] ((2R,4S)-4-acetylthio-1-allyloxycarbonyl-2-(2-azidoethyl) pyrrolidine). RXN SMILES: CC(C)([O-])C.[K+].[C:7]([OH:10])(=[S:9])[CH3:8].[CH2:11]([O:14][C:15]([N:17]1[CH2:21][C@H:20](OS(C)(=O)=O)[CH2:19][C@H:18]1[CH2:27][CH2:28][N:29]=[N+:30]=[N-:31])=[O:16])[CH:12]=[CH2:13].O>CN(C)C=O.C(OCC)(=O)C>[C:7]([S:9][C@@H:20]1[CH2:21][N:17]([C:15]([O:14][CH2:11][CH:12]=[CH2:13])=[O:16])[C@H:18]([CH2:27][CH2:28][N:29]=[N+:30]=[N-:31])[CH2:19]1)(=[O:10])[CH3:8] |f:0.1|. Procedure: To a suspension of potassium t-butoxide (6.99 g) in dimethylformamide (150 ml) was added thioacetic acid (4.45 ml) under ice-cooling. After stirring for 15 minutes, a solution of (2R,4R)-1-allyloxycarbonyl-2-(2-azidoethyl)-4-methanesulfonyloxypyrrolidine (15.3 g) in dimethylformamide (20 ml) was added to the mixture under ice-cooling. The mixture was warmed to 80° C. and stirred for 4 hours, then cooled to ambient temperature and poured into water and ethyl acetate. The organic layer was separat... Starting materials: [OH-].[Na+] (sodium hydroxide), P(OCC1=CC=CC=C1)(OCC1=CC=CC=C1)[O-] (dibenzyl phosphite), C(C1=CC=CC=C1)OC(C=O)=O (glyoxylic acid benzyl ester). Run at temperature 20 celsius. Yields the product C(C1=CC=CC=C1)OC(C(O)P(=O)(OCC1=CC=CC=C1)OCC1=CC=CC=C1)=O (Dibenzyloxyphosphinyl-hydroxy-acetic acid benzyl ester). Yield: 61.0%. Reaction SMILES: [OH-].[Na+].[P:3]([O-:20])([O:12][CH2:13][C:14]1[CH:19]=[CH:18][CH:17]=[CH:16][CH:15]=1)[O:4][CH2:5][C:6]1[CH:11]=[CH:10][CH:9]=[CH:8][CH:7]=1.[CH2:21]([O:28][C:29](=[O:32])[CH:30]=[O:31])[C:22]1[CH:27]=[CH:26][CH:25]=[CH:24][CH:23]=1>>[CH2:21]([O:28][C:29](=[O:32])[CH:30]([P:3]([O:12][CH2:13][C:14]1[CH:19]=[CH:18][CH:17]=[CH:16][CH:15]=1)([O:4][CH2:5][C:6]1[CH:11]=[CH:10][CH:9]=[CH:8][CH:7]=1)=[O:20])[OH:31])[C:22]1[CH:27]=[CH:26][CH:25]=[CH:24][CH:23]=1 |f:0.1|. Procedure details: 1.5 ml of a saturated methanolic sodium hydroxide solution are allowed to run rapidly into 45.5 g of dibenzyl phosphite and 28.5 g of glyoxylic acid benzyl ester. The reaction which proceeded is exothermic. The mixture is subsequently stirred at 20° C. for some hours. It is chromatographed on silica gel using methylene chloride containing 5% of methanol. The fraction with a Rf of 0.58 is evaporated, 20 ml of diethyl ether are added to the residue (55.2 g) and 45.0 g of dibenzyloxyphosphinylhydro... The reactants are CC#N, CCN(C(C)C)C(C)C, NC1Cc2cnccc2N(Cc2ccccc2)C1=O, O, O=S(=O)(Cl)c1ccccc1. Yields the product O=C1C(NS(=O)(=O)c2ccccc2)Cc2cnccc2N1Cc1ccccc1. RXN SMILES: [CH3:39][C:40]#[N:41].[CH:20]([N:21]([CH2:22][CH3:23])[CH:24]([CH3:25])[CH3:26])([CH3:27])[CH3:28].[NH2:1][CH:2]1[C:3](=[O:19])[N:4]([CH2:12][c:13]2[cH:14][cH:15][cH:16][cH:17][cH:18]2)[c:5]2[cH:6][cH:7][n:8][cH:9][c:10]2[CH2:11]1.[OH2:42].[c:29]1([S:35](=[O:36])(=[O:37])[Cl:38])[cH:30][cH:31][cH:32][cH:33][cH:34]1>>[NH:1]([CH:2]1[C:3](=[O:19])[N:4]([CH2:12][c:13]2[cH:14][cH:15][cH:16][cH:17][cH:18]2)[c:5]2[cH:6][cH:7][n:8][cH:9][c:10]2[CH2:11]1)[S:35]([c:29]1[cH:30][cH:31][cH:32][cH:33][cH:34]1)(=[O:36])=[O:37].